Dataset: the Open Reaction Database (ORD), a public repository of structured organic reaction records. Task: describe an organic reaction: reactants, conditions, products, and yield Reactants: FC=1C=C2C=C(NC2=C(C1)F)C(=O)O (5,7-difluoro-1H-indole-2-carboxylic acid), N[C@H](C(=O)N1CCC(CC1)O)CC1=CC=CC=C1 ((S)-2-amino-1-(4-hydroxy-piperidin-1-yl)-3-phenyl-propan-1-one). Product: C(C1=CC=CC=C1)[C@@H](C(=O)N1CCC(CC1)O)NC(=O)C=1NC2=C(C=C(C=C2C1)F)F ((S)-5,7-Difluoro-1H-indole-2-carboxylic acid [1-benzyl-2-(4-hydroxy-piperidin-1-yl)-2-oxo-ethyl]-amide). Reaction SMILES: [F:1][C:2]1[CH:3]=[C:4]2[C:8](=[C:9]([F:11])[CH:10]=1)[NH:7][C:6]([C:12]([OH:14])=O)=[CH:5]2.[NH2:15][C@@H:16]([CH2:26][C:27]1[CH:32]=[CH:31][CH:30]=[CH:29][CH:28]=1)[C:17]([N:19]1[CH2:24][CH2:23][CH:22]([OH:25])[CH2:21][CH2:20]1)=[O:18]>>[CH2:26]([C@H:16]([NH:15][C:12]([C:6]1[NH:7][C:8]2[C:4]([CH:5]=1)=[CH:3][C:2]([F:1])=[CH:10][C:9]=2[F:11])=[O:14])[C:17]([N:19]1[CH2:24][CH2:23][CH:22]([OH:25])[CH2:21][CH2:20]1)=[O:18])[C:27]1[CH:32]=[CH:31][CH:30]=[CH:29][CH:28]=1. Reported procedure: From 5,7-difluoro-1H-indole-2-carboxylic acid and (S)-2-amino-1-(4-hydroxy-piperidin-1-yl)-3-phenyl-propan-1-one. The reactants are ClC=1N=NC(=NN1)Cl (3,6-dichloro-1,2,4,5-tetrazine), [Na] (sodium), NC1=NN=NN1 (5-amino-1H-tetrazole). The solvent is C(C)#N (acetonitrile). Product: N1N=NN=C1NC=1N=NC(=NN1)NC1=NN=NN1 (3,6-Bis(1H-1,2,3,4-tetrazol-5-ylamino)-1,2,4,5-tetrazine). As a reaction SMILES: Cl[C:2]1[N:3]=[N:4][C:5](Cl)=[N:6][N:7]=1.[Na].[NH2:10][C:11]1[NH:15][N:14]=[N:13][N:12]=1>C(#N)C>[NH:12]1[C:11]([NH:10][C:2]2[N:3]=[N:4][C:5]([NH:10][C:11]3[NH:15][N:14]=[N:13][N:12]=3)=[N:6][N:7]=2)=[N:15][N:14]=[N:13]1 |^1:8|. Procedure details: To a solution of 3,6-dichloro-1,2,4,5-tetrazine (1.51 g, 10 mmol) in acetonitrile (70 ml) was added the sodium salt of 5-amino-1H-tetrazole (2.14 g, 10 mmol). The mixture was refluxed for 24 hours then allowed to cool to room temperature. The suspension was centrifuged until the supernatant liquid was clear. The liquid was decanted and the brown solid washed successively with acetonitrile and water. With each wash the solid was separated from the solvent by centrifugation followed by decantation...